Dataset: the Open Reaction Database (ORD), a public repository of structured organic reaction records. Task: describe an organic reaction: reactants, conditions, products, and yield The reactants are ClC1=NC(=NC(=C1OC1=C(C=CC=C1)OC)Cl)C (4,6-dichloro-5-(o-methoxyphenoxy)-2-methyl-pyrimidine), [K+].C(C)(C)(C)C1=CC=C(C=C1)S(=O)(=O)[NH-] (4-tert.-butyl-benzene sulfonamide potassium salt). Run in O (water), CS(=O)C (DMSO). Run at time 72 hour. The product is C(C)(C)(C)C1=CC=C(C=C1)S(=O)(=O)NC1=NC(=NC(=C1OC1=C(C=CC=C1)OC)Cl)C (4-tert.-butyl-N-[6-chloro-5-(o-methoxyphenoxy)-2-methyl-4-pyrimidinyl]-benzene sulfonamide). Yield: 64.8%. RXN SMILES: Cl[C:2]1[C:7]([O:8][C:9]2[CH:14]=[CH:13][CH:12]=[CH:11][C:10]=2[O:15][CH3:16])=[C:6]([Cl:17])[N:5]=[C:4]([CH3:18])[N:3]=1.[K+].[C:20]([C:24]1[CH:29]=[CH:28][C:27]([S:30]([NH-:33])(=[O:32])=[O:31])=[CH:26][CH:25]=1)([CH3:23])([CH3:22])[CH3:21]>CS(C)=O.O>[C:20]([C:24]1[CH:29]=[CH:28][C:27]([S:30]([NH:33][C:2]2[C:7]([O:8][C:9]3[CH:14]=[CH:13][CH:12]=[CH:11][C:10]=3[O:15][CH3:16])=[C:6]([Cl:17])[N:5]=[C:4]([CH3:18])[N:3]=2)(=[O:31])=[O:32])=[CH:26][CH:25]=1)([CH3:23])([CH3:21])[CH3:22] |f:1.2|. Procedure: To a solution of 1.0 g of 4,6-dichloro-5-(o-methoxyphenoxy)-2-methyl-pyrimidine in 20 ml of DMSO was added 1.76 g of 4-tert.-butyl-benzene sulfonamide potassium salt. The mixture was stirred for 72 h at room temperature. The solution was diluted with 250 ml of water and extracted twice with 200 ml of diehtyl ether. The organic layers were extracted twice with water. The combined aqueous layers were acidified to pH 4 with 5 ml of acetic acid and cooled to 0° C. The precipitated product was filter... Reactants: COC(=O)C(CCCC(C)(C)[N+](=O)[O-])NC(=O)OC(C)(C)C, C, CO, [H][H], [Pd]. Yields the product COC(=O)C(CCCC(C)(C)N)NC(=O)OC(C)(C)C. As a reaction SMILES: [C:1]([CH3:2])([CH3:3])([CH3:4])[O:5][C:6](=[O:7])[NH:8][CH:9]([C:10](=[O:11])[O:12][CH3:13])[CH2:14][CH2:15][CH2:16][C:17]([CH3:18])([N+:19]([O-:20])=[O:21])[CH3:22].[C:27].[CH3:25][OH:26].[H:23][H:24].[Pd:28]>>[C:1]([CH3:2])([CH3:3])([CH3:4])[O:5][C:6](=[O:7])[NH:8][CH:9]([C:10](=[O:11])[O:12][CH3:13])[CH2:14][CH2:15][CH2:16][C:17]([CH3:18])([NH2:19])[CH3:22]. Reactants: ClC1=C(C(=O)[O-])C=C(C(=C1)C(=O)[O-])Cl.[Na+].[Na+] (di-sodium 2,5-dichloroterephthalate). The reagents and catalysts are [N+](=O)([O-])[O-].[Ag+] (silver nitrate). Product: di-silver, ClC1=C(C(=O)O)C=C(C(=C1)C(=O)O)Cl (2,5-dichloroterephthalic acid). RXN SMILES: [Cl:1][C:2]1[CH:10]=[C:9]([C:11]([O-:13])=[O:12])[C:8]([Cl:14])=[CH:7][C:3]=1[C:4]([O-:6])=[O:5].[Na+].[Na+]>[N+]([O-])([O-])=O.[Ag+]>[Cl:1][C:2]1[CH:10]=[C:9]([C:11]([OH:13])=[O:12])[C:8]([Cl:14])=[CH:7][C:3]=1[C:4]([OH:6])=[O:5] |f:0.1.2,3.4|. Procedure: The di-silver salt of 2,5-dichloroterephthalic acid was prepared in quantitative yield from an aqueous solution of 1 mole di-sodium 2,5-dichloroterephthalate added to an aqueous solution of 2 moles of silver nitrate, by filtering, washing, and drying. The salt decomposes at 298° C. Starting materials: C(C)(=O)N1[C@H](C[C@H](C2=CC(=CC=C12)C#C)NC1=NC=C(C=C1)C)C ((2S,4R)-1-acetyl-6-ethynyl-2-methyl-N-(5-methyl-2-pyridinyl)-1,2,3,4-tetrahydro-4-quinolinamine), CN(C=O)C (N,N-dimethylformamide), C[Si](C)(C)N=[N+]=[N-] (trimethylsilyl azide), Intermediate 110. Reagents/catalysts: [Cu]I (copper(I) iodide). Solvent: CO (methanol). Conditions: temperature 100 celsius, time 2 hour. The product is C(C)(=O)N1[C@H](C[C@H](C2=CC(=CC=C12)C=1N=NNC1)NC1=NC=C(C=C1)C)C ((2S,4R)-1-acetyl-2-methyl-N-(5-methyl-2-pyridinyl)-6-(1H-1,2,3-triazol-4-yl)-1,2,3,4-tetrahydro-4-quinolinamine). Yield: 0.9%. Reaction SMILES: [C:1]([N:4]1[C:13]2[C:8](=[CH:9][C:10]([C:14]#[CH:15])=[CH:11][CH:12]=2)[C@H:7]([NH:16][C:17]2[CH:22]=[CH:21][C:20]([CH3:23])=[CH:19][N:18]=2)[CH2:6][C@@H:5]1[CH3:24])(=[O:3])[CH3:2].CN(C)C=O.C[Si]([N:34]=[N+:35]=[N-:36])(C)C>[Cu]I.CO>[C:1]([N:4]1[C:13]2[C:8](=[CH:9][C:10]([C:14]3[N:34]=[N:35][NH:36][CH:15]=3)=[CH:11][CH:12]=2)[C@H:7]([NH:16][C:17]2[CH:22]=[CH:21][C:20]([CH3:23])=[CH:19][N:18]=2)[CH2:6][C@@H:5]1[CH3:24])(=[O:3])[CH3:2]. Procedure details: A flask was charged with (2S,4R)-1-acetyl-6-ethynyl-2-methyl-N-(5-methyl-2-pyridinyl)-1,2,3,4-tetrahydro-4-quinolinamine (for a preparation see Intermediate 110) (57 mg, 0.178 mmol) and copper(I) iodide (3.40 mg, 0.018 mmol) then filled with N,N-dimethylformamide (DMF) (1.8 mL) and methanol (0.2 mL) and the resulting mixture was treated with trimethylsilyl azide (0.095 mL, 0.714 mmol). The flask was flushed with nitrogen then the mixture was stirred at 100° C. for 2 h under microwave irradiation... Run at temperature 120 celsius. Product: Cl.N1C(=NC2=C1C=CC=C2)C=2C=C(C=CC2Cl)N2C[C@@H](CCC2)C(=O)O ((R)-1-[3-(1H-Benzoimidazol-2-yl)-4-chloro-phenyl]-piperidine-3-carboxylic acid hydrochloride). RXN SMILES: C([O:3][C:4]([C@@H:6]1[CH2:11][CH2:10][CH2:9][N:8]([C:12]2[CH:17]=[CH:16][C:15]([Cl:18])=[C:14]([C:19]3[NH:23][C:22]4[CH:24]=[CH:25][CH:26]=[CH:27][C:21]=4[N:20]=3)[CH:13]=2)[CH2:7]1)=[O:5])C>Cl>[ClH:18].[NH:20]1[C:21]2[CH:27]=[CH:26][CH:25]=[CH:24][C:22]=2[N:23]=[C:19]1[C:14]1[CH:13]=[C:12]([N:8]2[CH2:9][CH2:10][CH2:11][C@@H:6]([C:4]([OH:5])=[O:3])[CH2:7]2)[CH:17]=[CH:16][C:15]=1[Cl:18] |f:2.3|. The yield is 145.0%. Procedure: Method 2—Step e A mixture of (R)-1-[3-(1H-Benzoimidazol-2-yl)-4-chloro-phenyl]-piperidine-3-carboxylic acid ethyl ester (0.81 g, 2.11 mmol) in 6N HCl (4.0 mL) was heated in microwave at 120° C. for 20 minutes; 2 cycles were needed to complete conversion. Then solvent was removed and the crude triturated with a mixture of acetone/ethyl acetate (1:1), the solid filtered off and dried under vacuum, to obtain 0.60 g of the title compound (80%). Reactants: C(C)OC(=O)[C@H]1CN(CCC1)C1=CC(=C(C=C1)Cl)C1=NC2=C(N1)C=CC=C2 ((R)-1-[3-(1H-Benzoimidazol-2-yl)-4-chloro-phenyl]-piperidine-3-carboxylic acid ethyl ester). Run in Cl (HCl). As a reaction SMILES: C(OC(=O)[NH:7][C:8]1[CH:13]=[CH:12][C:11]([C:14]#[C:15][C:16]2[CH:21]=[CH:20][CH:19]=[CH:18][CH:17]=2)=[CH:10][C:9]=1[NH2:22])(C)(C)C.CC1(C)O[C:29](=[O:31])[CH:28]=[C:27]([C:32]2[CH:37]=[CH:36][N:35]=[CH:34][CH:33]=2)O1.C(O)(C(F)(F)F)=O>C(Cl)Cl>[C:16]1([C:15]#[C:14][C:11]2[CH:12]=[CH:13][C:8]3[N:7]=[C:27]([C:32]4[CH:33]=[CH:34][N:35]=[CH:36][CH:37]=4)[CH2:28][C:29](=[O:31])[NH:22][C:9]=3[CH:10]=2)[CH:21]=[CH:20][CH:19]=[CH:18][CH:17]=1. Reactants: C(C)(C)(C)OC(NC1=C(C=C(C=C1)C#CC1=CC=CC=C1)N)=O ((2-amino-4-phenylethynyl-phenyl)-carbamic acid tert.-butyl ester), CC1(OC(=CC(O1)=O)C1=CC=NC=C1)C (2,2-dimethyl-6-pyridin-4-yl-[1,3]dioxin-4-one), C(=O)(C(F)(F)F)O (TFA). Solvent: C(Cl)Cl (CH2Cl2). Procedure details: Prepared from (2-amino-4-phenylethynyl-phenyl)-carbamic acid tert.-butyl ester (Example G2) and 2,2-dimethyl-6-pyridin-4-yl-[1,3]dioxin-4-one (Example J9) according to the general procedure K. The obtained material was deprotected and cyclized by treatment with TFA in CH2Cl2 according to the general procedure M. Obtained as a brown solid (50 mg). Yields the product C1(=CC=CC=C1)C#CC=1C=CC2=C(NC(CC(=N2)C2=CC=NC=C2)=O)C1 (8-Phenylethynyl-4-pyridin-4-yl-1,3-dihydro-benzo[b][1,4]diazepin-2-one).